Dataset: the Open Reaction Database (ORD), a public repository of structured organic reaction records. Task: describe an organic reaction: reactants, conditions, products, and yield Starting materials: C=C(COCCCCCCCCCCCCCCCC)COCCCCOS(C)(=O)=O, c1cscn1. Product: C=C(COCCCCCCCCCCCCCCCC)COCCCC[n+]1ccsc1, CS(=O)(=O)[O-]. As a reaction SMILES: [CH2:1]([CH2:2][CH2:3][CH2:4][CH2:5][CH2:6][CH2:7][CH2:8][CH2:9][CH2:10][CH2:11][CH2:12][CH2:13][CH2:14][CH2:15][CH3:16])[O:17][CH2:18][C:19]([CH2:20][O:21][CH2:22][CH2:23][CH2:24][CH2:25][O:26][S:27](=[O:28])(=[O:29])[CH3:30])=[CH2:31].[cH:32]1[cH:33][s:34][cH:35][n:36]1>>[CH2:1]([CH2:2][CH2:3][CH2:4][CH2:5][CH2:6][CH2:7][CH2:8][CH2:9][CH2:10][CH2:11][CH2:12][CH2:13][CH2:14][CH2:15][CH3:16])[O:17][CH2:18][C:19]([CH2:20][O:21][CH2:22][CH2:23][CH2:24][CH2:25][n+:36]1[cH:32][cH:33][s:34][cH:35]1)=[CH2:31].[O:26]=[S:27](=[O:28])([O-:29])[CH3:30]. Reactants: O=C([O-])[O-], CS(C)=O, Oc1ccc(F)cc1, [K+], [K+], N#Cc1ccc([N+](=O)[O-])s1, O. The product is N#Cc1ccc(Oc2ccc(F)cc2)s1. Reaction SMILES: [C:23](=[O:24])([O-:25])[O-:26].[CH3:1][S:2](=[O:3])[CH3:4].[F:15][c:16]1[cH:17][cH:18][c:19]([OH:22])[cH:20][cH:21]1.[K+:27].[K+:28].[N+:5]([O-:6])(=[O:7])[c:8]1[cH:9][cH:10][c:11]([C:13]#[N:14])[s:12]1.[OH2:29]>>[c:8]1([O:22][c:19]2[cH:18][cH:17][c:16]([F:15])[cH:21][cH:20]2)[cH:9][cH:10][c:11]([C:13]#[N:14])[s:12]1. Starting materials: O=C([O-])[O-], C1CCOC1, CN(C)P(=O)(N(C)C)N(C)C, Cc1cccc(Cc2cc[nH]c2CBr)c1, CC1(C)C(Oc2ccc(Cl)cc2)C1C(=O)O, [K+], [K+]. The product is Cc1cccc(Cc2cc[nH]c2COC(=O)C2C(Oc3ccc(Cl)cc3)C2(C)C)c1. As a reaction SMILES: [C:17](=[O:18])([O-:19])[O-:20].[CH2:49]1[O:50][CH2:51][CH2:52][CH2:53]1.[CH3:23][N:24]([CH3:25])[P:26](=[O:27])([N:28]([CH3:29])[CH3:30])[N:31]([CH3:32])[CH3:33].[CH3:34][c:35]1[cH:36][c:37]([CH2:38][c:39]2[c:40]([CH2:44][Br:45])[nH:41][cH:42][cH:43]2)[cH:46][cH:47][cH:48]1.[Cl:1][c:2]1[cH:3][cH:4][c:5]([O:6][CH:7]2[C:8]([CH3:13])([CH3:14])[CH:9]2[C:10](=[O:11])[OH:12])[cH:15][cH:16]1.[K+:21].[K+:22]>>[Cl:1][c:2]1[cH:3][cH:4][c:5]([O:6][CH:7]2[C:8]([CH3:13])([CH3:14])[CH:9]2[C:10](=[O:11])[O:12][CH2:44][c:40]2[c:39]([CH2:38][c:37]3[cH:36][c:35]([CH3:34])[cH:48][cH:47][cH:46]3)[cH:43][cH:42][nH:41]2)[cH:15][cH:16]1. Reactants: C1CCOC1, COC(=O)c1ccc(Cl)c(-c2ncc(Cl)cc2Cl)c1, [Li+], [OH-], O, O. Yields the product O=C(O)c1ccc(Cl)c(-c2ncc(Cl)cc2Cl)c1. Reaction SMILES: [CH2:1]1[O:2][CH2:3][CH2:4][CH2:5]1.[CH3:6][O:7][C:8]([c:9]1[cH:10][c:11](-[c:16]2[n:17][cH:18][c:19]([Cl:23])[cH:20][c:21]2[Cl:22])[c:12]([Cl:15])[cH:13][cH:14]1)=[O:24].[Li+:26].[OH-:25].[OH2:27].[OH2:28]>>[O:7]=[C:8]([c:9]1[cH:10][c:11](-[c:16]2[n:17][cH:18][c:19]([Cl:23])[cH:20][c:21]2[Cl:22])[c:12]([Cl:15])[cH:13][cH:14]1)[OH:24]. The reactants are C(C)(C)N1CCN(CC1)C(=O)C1=CC=C2C(=CNC2=C1)C1CNCCC1 ((4-isopropyl-piperazin-1-yl)-(3-piperidin-3-yl-1H-indol-6-yl)-methanone), FC=1C=C(C(=O)O)C=C(C1)F (3,5-difluorobenzoic acid), CN(C)C(=[N+](C)C)ON1C2=C(C=CC=C2)N=N1.[B-](F)(F)(F)F (TBTU), CCN(C(C)C)C(C)C (DIPEA). Solvent: CN(C)C=O (DMF). Run at time 16 hour. Product: FC=1C=C(C(=O)N2CC(CCC2)C2=CNC3=CC(=CC=C23)C(=O)N2CCN(CC2)C(C)C)C=C(C1)F ({3-[1-(3,5-Difluoro-benzoyl)-piperidin-3-yl]-1H-indol-6-yl}-(4-isopropyl-piperazin-1-yl)-methanone). Yield: 53.9%. Reaction SMILES: [CH:1]([N:4]1[CH2:9][CH2:8][N:7]([C:10]([C:12]2[CH:20]=[C:19]3[C:15]([C:16]([CH:21]4[CH2:26][CH2:25][CH2:24][NH:23][CH2:22]4)=[CH:17][NH:18]3)=[CH:14][CH:13]=2)=[O:11])[CH2:6][CH2:5]1)([CH3:3])[CH3:2].[F:27][C:28]1[CH:29]=[C:30]([CH:34]=[C:35]([F:37])[CH:36]=1)[C:31](O)=[O:32].CN(C(ON1N=NC2C=CC=CC1=2)=[N+](C)C)C.[B-](F)(F)(F)F.CCN(C(C)C)C(C)C>CN(C=O)C>[F:27][C:28]1[CH:29]=[C:30]([CH:34]=[C:35]([F:37])[CH:36]=1)[C:31]([N:23]1[CH2:24][CH2:25][CH2:26][CH:21]([C:16]2[C:15]3[C:19](=[CH:20][C:12]([C:10]([N:7]4[CH2:6][CH2:5][N:4]([CH:1]([CH3:3])[CH3:2])[CH2:9][CH2:8]4)=[O:11])=[CH:13][CH:14]=3)[NH:18][CH:17]=2)[CH2:22]1)=[O:32] |f:2.3|. Reported procedure: A mixture of 0.02 g (0.56 mmol) (4-isopropyl-piperazin-1-yl)-(3-piperidin-3-yl-1H-indol-6-yl)-methanone, 0.01 g (0.06 mmol) 3,5-difluorobenzoic acid, 0.02 g (0.06 mmol) TBTU and 0.044 g (0.3 mmol) DIPEA in 0.8 mL DMF was stirred at room temperature for 16 h. The mixture was subjected to preparative HPLC purification on reversed phase eluting with a gradient formed from acetonitrile/water/NEt3. Evaporation of the product fractions yielded 16 mg (57%) of the title compounds as off-white foam. MS (... The reactants are BrC1=CC=C(S1)C(=O)OCC (ethyl 5-bromothiophene-2-carboxylate), CN1CCNCCC1 (1-methyl-1,4-diazepane), C=1C=CC(=CC1)P(C=2C=CC=CC2)C3=CC=C4C=CC=CC4=C3C5=C6C=CC=CC6=CC=C5P(C=7C=CC=CC7)C=8C=CC=CC8 (BINAP), C([O-])([O-])=O.[Cs+].[Cs+] (cesium carbonate). The reagents and catalysts are C(C)(=O)[O-].[Pd+2].C(C)(=O)[O-] (Palladium(II)acetate). The solvent is O1CCOCC1 (dioxane). Conditions: temperature 80 celsius. Yields the product CN1CCN(CCC1)C1=CC=C(S1)C(=O)OCC (ethyl 5-(4-methyl-1,4-diazepan-1-yl)thiophene-2-carboxylate). Yield: 12.7%. Reaction SMILES: Br[C:2]1[S:6][C:5]([C:7]([O:9][CH2:10][CH3:11])=[O:8])=[CH:4][CH:3]=1.[CH3:12][N:13]1[CH2:19][CH2:18][CH2:17][NH:16][CH2:15][CH2:14]1.C1C=CC(P(C2C(C3C(P(C4C=CC=CC=4)C4C=CC=CC=4)=CC=C4C=3C=CC=C4)=C3C(C=CC=C3)=CC=2)C2C=CC=CC=2)=CC=1.C(=O)([O-])[O-].[Cs+].[Cs+]>O1CCOCC1.C([O-])(=O)C.[Pd+2].C([O-])(=O)C>[CH3:12][N:13]1[CH2:19][CH2:18][CH2:17][N:16]([C:2]2[S:6][C:5]([C:7]([O:9][CH2:10][CH3:11])=[O:8])=[CH:4][CH:3]=2)[CH2:15][CH2:14]1 |f:3.4.5,7.8.9|. Procedure details: Palladium(II)acetate (0.135 g, 0.60 mmol) was added to ethyl 5-bromothiophene-2-carboxylate (1.411 g, 6 mmol), 1-methyl-1,4-diazepane (0.822 g, 7.20 mmol), BINAP (0.374 g, 0.60 mmol) and cesium carbonate (2.74 g, 8.40 mmol) in dioxane (40 mL) warmed to 80° C. for 18 h under nitrogen. The crude reaction mixture was purified by ion exchange chromatography, using a SCX column. The desired product was eluted from the column using 7M NH3/MeOH. Fractions were evaporated to dryness to afford the crude ...